Task: describe an organic reaction: reactants, conditions, products, and yield. Dataset: the Open Reaction Database (ORD), a public repository of structured organic reaction records Starting materials: NC1=NC(=CC(=N1)N1C[C@H](CC[C@H]1C)C(=O)NC1=CC=CC=C1)C1=CC(=C(C=C1)C#N)F ((3S,6R)-1-[2-amino-6-(4-cyano-3-fluorophenyl)-4-pyrimidinyl]-6-methyl-N-phenyl-3-piperidinecarboxamide), NN (hydrazine). The solvent is CCO (EtOH). Reaction conditions: temperature 100 celsius. Product: NC1=NC(=CC(=N1)N1C[C@H](CC[C@H]1C)C(=O)NC1=CC=CC=C1)C1=CC=C2C(=NNC2=C1)N ((3S,6R)-1-[2-Amino-6-(3-amino-1H-indazol-6-yl)-4-pyrimidinyl]-6-methyl-N-phenyl-3-piperidinecarboxamide). Yield: 29.2%. Reaction SMILES: [NH2:1][C:2]1[N:7]=[C:6]([N:8]2[C@H:13]([CH3:14])[CH2:12][CH2:11][C@H:10]([C:15]([NH:17][C:18]3[CH:23]=[CH:22][CH:21]=[CH:20][CH:19]=3)=[O:16])[CH2:9]2)[CH:5]=[C:4]([C:24]2[CH:29]=[CH:28][C:27]([C:30]#[N:31])=[C:26](F)[CH:25]=2)[N:3]=1.[NH2:33][NH2:34]>CCO>[NH2:1][C:2]1[N:7]=[C:6]([N:8]2[C@H:13]([CH3:14])[CH2:12][CH2:11][C@H:10]([C:15]([NH:17][C:18]3[CH:23]=[CH:22][CH:21]=[CH:20][CH:19]=3)=[O:16])[CH2:9]2)[CH:5]=[C:4]([C:24]2[CH:25]=[C:26]3[C:27]([C:30]([NH2:31])=[N:33][NH:34]3)=[CH:28][CH:29]=2)[N:3]=1. Procedure details: To a solution of (3S,6R)-1-[2-amino-6-(4-cyano-3-fluorophenyl)-4-pyrimidinyl]-6-methyl-N-phenyl-3-piperidinecarboxamide (10 g, 23.2 mmol) in EtOH (400 mL) was added hydrazine (22.8 mL, 465 mmol). The resulting mixture was heated in seal tube at 100° C. overnight, cooled down, and concentrated in vacuo. The crude solution was purified by the silica gel chromatography (200 g column) eluting from 100% CHCl3 to CHCl3/CH3OH/NH4OH (9:1:0.1). The pure fractions that contained the desired product were c... The reactants are CC(=O)OO, CC(=O)O, CC(C)O, N#Cc1ncccc1Oc1ccccc1. The product is N#Cc1c(Oc2ccccc2)ccc[n+]1[O-]. RXN SMILES: [C:16]([O:17][OH:19])(=[O:18])[CH3:20].[CH3:25][C:26](=[O:27])[OH:28].[CH:21]([OH:22])([CH3:23])[CH3:24].[O:1]([c:2]1[cH:3][cH:4][cH:5][cH:6][cH:7]1)[c:8]1[c:9]([C:14]#[N:15])[n:10][cH:11][cH:12][cH:13]1>>[O:1]([c:2]1[cH:3][cH:4][cH:5][cH:6][cH:7]1)[c:8]1[c:9]([C:14]#[N:15])[n+:10]([O-:18])[cH:11][cH:12][cH:13]1. Reactants: C([O-])([O-])=O.[K+].[K+] (potassium carbonate), ClC=1C2=C(SC1C(=O)OCC)C=CC(=C2OC=O)OC[C@H]2CO2 (ethyl (R)-3-chloro-5-(2,3-epoxypropoxy)-4-formyloxy-benzo[b]thiophene-2-carboxylate), O (water). Solvent: O1CCCC1 (tetrahyrofuran). Run at time 24 hour. Yields the product ClC1=C(SC2=C1C1=C(OC[C@@H](O1)CO)C=C2)C(=O)OCC (ethyl (S)-9-chloro-2,3-dihydro-2-(hydroxymethyl)thieno[3,2-f][1,4]-benzodioxin-8-carboxylate). Yield: 84.5%. Reaction SMILES: C(=O)([O-])[O-].[K+].[K+].[Cl:7][C:8]1[C:9]2[C:21]([O:22]C=O)=[C:20]([O:25][CH2:26][C@@H:27]3[O:29][CH2:28]3)[CH:19]=[CH:18][C:10]=2[S:11][C:12]=1[C:13]([O:15][CH2:16][CH3:17])=[O:14].O>O1CCCC1>[Cl:7][C:8]1[C:9]2[C:21]3[O:22][C@@H:27]([CH2:28][OH:29])[CH2:26][O:25][C:20]=3[CH:19]=[CH:18][C:10]=2[S:11][C:12]=1[C:13]([O:15][CH2:16][CH3:17])=[O:14] |f:0.1.2|. Reported procedure: Saturated aqueous potassium carbonate solution (20 ml) was added to a stirred solution of ethyl (R)-3-chloro-5-(2,3-epoxypropoxy)-4-formyloxy-benzo[b]thiophene-2-carboxylate (1.85 g, prepared as described above) in tetrahyrofuran (20 ml) and the mixture stirred for 24 hours at room temperature. The reaction mixture was poured into water (200 ml) and extracted with ethyl acetate (2×100 ml). The combined extracts were dried over sodium sulphate and evaporated under reduced pressure to give a yello... The reactants are ClC1=C2C=C(N(C2=C(C=C1)O)C)C(=O)OCC (ethyl 4-chloro-7-hydroxy-1-methyl-2-indolecarboxylate), FC1=CC=C(C=C1)[N+](=O)[O-] (1-fluoro-4-nitrobenzene), [H-].[Na+] (sodium hydride). The solvent is CN(C=O)C (dimethylformamide). Run at time 5 hour. The product is ClC1=C2C=C(N(C2=C(C=C1)OC1=CC=C(C=C1)[N+](=O)[O-])C)C(=O)OCC (ethyl 4-chloro-1-methyl-7-(4-nitrophenoxy)-2-indolecarboxylate). Yield: 84.7%. As a reaction SMILES: [Cl:1][C:2]1[CH:10]=[CH:9][C:8]([OH:11])=[C:7]2[C:3]=1[CH:4]=[C:5]([C:13]([O:15][CH2:16][CH3:17])=[O:14])[N:6]2[CH3:12].F[C:19]1[CH:24]=[CH:23][C:22]([N+:25]([O-:27])=[O:26])=[CH:21][CH:20]=1.[H-].[Na+]>CN(C)C=O>[Cl:1][C:2]1[CH:10]=[CH:9][C:8]([O:11][C:19]2[CH:24]=[CH:23][C:22]([N+:25]([O-:27])=[O:26])=[CH:21][CH:20]=2)=[C:7]2[C:3]=1[CH:4]=[C:5]([C:13]([O:15][CH2:16][CH3:17])=[O:14])[N:6]2[CH3:12] |f:2.3|. Procedure: A mixture of 1.00 g (3.94 mmol) of ethyl 4-chloro-7-hydroxy-1-methyl-2-indolecarboxylate, 0.56 g (3.94 mmol) of 1-fluoro-4-nitrobenzene, 0.16 g (3.94 mmol) of 60% sodium hydride and 30 ml of dimethylformamide was stirred at room temperature for 5 hours. The reaction mixture was poured onto ice water. The mixture was then extracted with ethyl acetate. After washing with water, the extract was dried over anhydrous magnesium sulfate. The solvent was distilled off under reduced pressure. The resulti... Procedure: The title compound was prepared from (2S)-3-[4-(2-bromo-ethoxy)-phenyl]-2-methoxy-propionic acid ethyl ester (Example 283, Step 2) and N-(4-hydroxy-phenyl)-nicotinamide via the same procedure used for the preparation of (2S)-2-methoxy-3-[4-(3-phenoxy-propoxy)-phenyl]-propionic acid (Example 285, Step 1), to produce a white solid. MS (ES) for C24H24N2O6 [M+H]+: 437.3. Reaction SMILES: C([O:3][C:4](=[O:19])[C@@H:5]([O:17][CH3:18])[CH2:6][C:7]1[CH:12]=[CH:11][C:10]([O:13][CH2:14][CH2:15]Br)=[CH:9][CH:8]=1)C.[OH:20][C:21]1[CH:26]=[CH:25][C:24]([NH:27][C:28](=[O:35])[C:29]2[CH:34]=[CH:33][CH:32]=[N:31][CH:30]=2)=[CH:23][CH:22]=1.CO[C@@H](CC1C=CC(OCCCOC2C=CC=CC=2)=CC=1)C(O)=O>>[CH3:18][O:17][C@@H:5]([CH2:6][C:7]1[CH:8]=[CH:9][C:10]([O:13][CH2:14][CH2:15][O:20][C:21]2[CH:22]=[CH:23][C:24]([NH:27][C:28]([C:29]3[CH:30]=[N:31][CH:32]=[CH:33][CH:34]=3)=[O:35])=[CH:25][CH:26]=2)=[CH:11][CH:12]=1)[C:4]([OH:3])=[O:19]. The reactants are C(C)OC([C@H](CC1=CC=C(C=C1)OCCBr)OC)=O ((2S)-3-[4-(2-bromo-ethoxy)-phenyl]-2-methoxy-propionic acid ethyl ester), OC1=CC=C(C=C1)NC(C1=CN=CC=C1)=O (N-(4-hydroxy-phenyl)-nicotinamide), CO[C@H](C(=O)O)CC1=CC=C(C=C1)OCCCOC1=CC=CC=C1 ((2S)-2-methoxy-3-[4-(3-phenoxy-propoxy)-phenyl]-propionic acid). Product: CO[C@H](C(=O)O)CC1=CC=C(C=C1)OCCOC1=CC=C(C=C1)NC(=O)C=1C=NC=CC1 ((2S)-2-methoxy-3-[4-(2-{4-[(pyridine-3-carbonyl)-amino]-phenoxy}-ethoxy)-phenyl]-propionic acid). Reactants: OC=1C=C(C(=O)C2=CC=CC=C2)C=CC1OC (3-hydroxy-4-methoxybenzophenone), [H-].[Na+] (sodium hydride), CN(C=O)C (dimethylformamide), O (water), BrCCCBr (1,3-dibromopropane). Conditions: temperature 90 celsius, time 2 hour. Product: BrCCCOC1=C(C=CC(=C1)OC)C=1C=C(C=CC1)C=O (3-(3-bromopropoxy-4-methoxyphenyl)phenylmethanone). RXN SMILES: O[C:2]1[CH:3]=[C:4]([CH:13]=[CH:14][C:15]=1[O:16][CH3:17])[C:5]([C:7]1[CH:12]=[CH:11][CH:10]=[CH:9]C=1)=O.[H-].[Na+].[Br:20][CH2:21][CH2:22][CH2:23]Br.[OH2:25].CN(C)[CH:28]=[O:29]>>[Br:20][CH2:21][CH2:22][CH2:23][O:25][C:3]1[CH:2]=[C:15]([O:16][CH3:17])[CH:14]=[CH:13][C:4]=1[C:5]1[CH:7]=[C:12]([CH:28]=[O:29])[CH:11]=[CH:10][CH:9]=1 |f:1.2|. Procedure: A solution of 3-hydroxy-4-methoxybenzophenone (4.6 g, 20 mmol) in dimethylformamide (35 ml) was treated with sodium hydride (600 mg, 25 mmol) at 0° C. for 20 minutes, then 1,3-dibromopropane (5 g, 24.7 mmol) was added in one portion. The mixture was heated at 90° C. for 1 hour, and then stirred at room temperature for 2 hours. At the end of the reaction, the mixture was poured into water (500 ml) and extracted with ethyl acetate (400 ml). The ethyl acetate solution was washed with water, brine a... Starting materials: CN(CCOC1=CC=C(C=C1)C(=O)C(C1=CC=CC=C1)CC)C (4-(β-dimethylaminoethoxy)-α-ethyldesoxybenzoin), [Cl-].[NH4+] (ammonium chloride), [Mg] (magnesium), O1C(CCCC1)OC1=CC=C(C=C1)Br (p-(2-tetrahydropyranyloxy)phenyl bromide), O1CCCC1 (tetrahydrofuran). Run in CCOCC (ether), CCOCC (ether). Yields the product O1C(CCCC1)OC1=CC=C(C=C1)[Mg]Br (p-(2-tetrahydropyranyloxy)phenyl magnesium bromide), 1-(p-β-dimethylaminoethoxyphenyl)-1-[p-(2-tetrahydropyranyloxy)phenyl]-2-phenylbutan-1-ol. Reaction SMILES: [Mg:1].O1CCCCC1OC1C=CC([Br:15])=CC=1.CN(C)[CH2:18][CH2:19][O:20][C:21]1[CH:26]=[CH:25][C:24](C(C(CC)C2C=CC=CC=2)=O)=[CH:23][CH:22]=1.[Cl-].[NH4+].[O:41]1C[CH2:44][CH2:43][CH2:42]1>CCOCC>[O:41]1[CH2:42][CH2:43][CH2:44][CH2:18][CH:19]1[O:20][C:21]1[CH:22]=[CH:23][C:24]([Mg:1][Br:15])=[CH:25][CH:26]=1 |f:3.4|. Reported procedure: A solution of p-(2-tetrahydropyranyloxy)phenyl magnesium bromide was prepared in the usual manner from magnesium (1.65 g.) and p-(2-tetrahydropyranyloxy)phenyl bromide (8.48 g.) in a mixture of dry ether (30 ml.) and dry tetrahydrofuran (30 ml.). To this solution was added a solution of 4-(β-dimethylaminoethoxy)-α-ethyldesoxybenzoin (9.33 g.) in ether (50 ml.). The mixture was heated under reflux for 2 hours, cooled and decomposed by the addition of saturated ammonium chloride solution. The orga...